Dataset: the Open Reaction Database (ORD), a public repository of structured organic reaction records. Task: describe an organic reaction: reactants, conditions, products, and yield The reactants are FC=1C=C(C(=O)O)C=CC1C (3-fluoro-4-methylbenzoic acid), S(O)(O)(=O)=O (sulfuric acid), C(C)O (ethanol), C(O)([O-])=O.[Na+] (sodium hydrogen carbonate). The product is FC=1C=C(C(=O)OCC)C=CC1C (ethyl 3-fluoro-4-methylbenzoate). Reaction SMILES: [F:1][C:2]1[CH:3]=[C:4]([CH:8]=[CH:9][C:10]=1[CH3:11])[C:5]([OH:7])=[O:6].S(=O)(=O)(O)O.C(=O)([O-])O.[Na+].[CH2:22](O)[CH3:23]>>[F:1][C:2]1[CH:3]=[C:4]([CH:8]=[CH:9][C:10]=1[CH3:11])[C:5]([O:7][CH2:22][CH3:23])=[O:6] |f:2.3|. Procedure details: To a solution (50 mL) of 3-fluoro-4-methylbenzoic acid (5.0 g, 32 mmol) in ethanol was added conc. sulfuric acid (0.25 mL), and the mixture was heated under reflux overnight. The reaction mixture was allowed to cool to room temperature, and neutralized with saturated aqueous sodium hydrogen carbonate, and extracted with ethyl acetate. The obtained organic layer was washed with saturated brine, and dried over anhydrous sodium sulfate. The solvent was evaporated under reduced pressure. The obtaine... The reactants are BrC=1C=CC(=C(C1)O)NC1CCC2(OCCO2)CC1 (5-Bromo-2-(1,4-dioxa-spiro[4.5]dec-8-ylamino)-phenol), BrCCBr (1,2-dibromoethane), C([O-])([O-])=O.[K+].[K+] (potassium carbonate). Run in CN(C)C=O (DMF). Run at temperature 180 celsius. Yields the product BrC1CC2(OCCO2)CCC1C1CCCC=C1.O1CC=NC=C1 (7-Bromo-4-(1,4-dioxa-spiro[4.5]dec-8-yl)-3,4-dihydro-2H-benzol [1,4]oxazine). The yield is 58.0%. As a reaction SMILES: BrC1C=C[C:5]([NH:9][CH:10]2[CH2:19][CH2:18][C:13]3([O:17][CH2:16][CH2:15][O:14]3)[CH2:12][CH2:11]2)=[C:6]([OH:8])C=1.Br[CH2:21][CH2:22][Br:23].C(=O)([O-])[O-].[K+].[K+]>CN(C=O)C>[Br:23][CH:22]1[CH:10]([CH:11]2[CH:12]=[CH:12][CH2:11][CH2:10][CH2:19]2)[CH2:19][CH2:18][C:13]2([O:14][CH2:15][CH2:16][O:17]2)[CH2:21]1.[O:8]1[CH:6]=[CH:5][N:9]=[CH:10][CH2:19]1 |f:2.3.4,6.7|. Procedure details: A mixture of intermediate D10 (0.433 g, 1.319 mmol), 1,2-dibromoethane (0.341 ml, 3.958 mmol and potassium carbonate (0.912 g, 6.596 mmol) in DMF (10 ml) was heated at 180° C. for 15 min. under microwave irradiation. After cooling to r.t. the r.m. was filtered through diatomaceous earth. The filtrate was evaporated in vacuo. The crude residue was purified by column chromatography (silica gel; DCM as eluent). The desired fractions were collected and evaporated in vacuo to yield a colorless oil th... Starting materials: [Li]CCCC, CCCCCC, CO, C#CCN1CCN(C)CC1, O=C=O, C1CCOC1, O. Product: CN1CCN(CC#CC(=O)O)CC1. Reaction SMILES: [CH2:1]([Li:2])[CH2:3][CH2:4][CH3:5].[CH3:20][CH2:21][CH2:22][CH2:23][CH2:24][CH3:25].[CH3:31][OH:32].[CH3:6][N:7]1[CH2:8][CH2:9][N:10]([CH2:13][C:14]#[CH:15])[CH2:11][CH2:12]1.[O:16]=[C:17]=[O:18].[O:26]1[CH2:27][CH2:28][CH2:29][CH2:30]1.[OH2:19]>>[CH3:6][N:7]1[CH2:8][CH2:9][N:10]([CH2:13][C:14]#[C:15][C:17](=[O:16])[OH:18])[CH2:11][CH2:12]1.